This data is from the Open Reaction Database (ORD), a public repository of structured organic reaction records. The task is: describe an organic reaction: reactants, conditions, products, and yield Starting materials: CC(=Cc1ccccn1)c1ccc(Br)cc1, CC(=O)c1ccc(Br)cc1, c1ccccc1. Yields the product CC(O)(Cc1ccccn1)c1ccc(Br)cc1. RXN SMILES: [Br:11][c:12]1[cH:13][cH:14][c:15]([C:18](=[CH:19][c:20]2[n:21][cH:22][cH:23][cH:24][cH:25]2)[CH3:26])[cH:16][cH:17]1.[Br:1][c:2]1[cH:3][cH:4][c:5]([C:6]([CH3:7])=[O:10])[cH:8][cH:9]1.[cH:27]1[cH:28][cH:29][cH:30][cH:31][cH:32]1>>[OH:10][C:18]([c:15]1[cH:14][cH:13][c:12]([Br:11])[cH:17][cH:16]1)([CH2:19][c:20]1[n:21][cH:22][cH:23][cH:24][cH:25]1)[CH3:26]. Starting materials: O=C([O-])[O-], CCOC(C)=O, O=[N+]([O-])c1ccc(Cl)cc1F, [Na+], [Na+], CN(C)C=O, COC(=O)c1ccc(O)cc1. Product: COC(=O)c1ccc(Oc2cc(Cl)ccc2[N+](=O)[O-])cc1. Reaction SMILES: [C:6](=[O:7])([O-:8])[O-:9].[CH3:34][CH2:35][O:36][C:37](=[O:38])[CH3:39].[Cl:12][c:13]1[cH:14][c:15]([F:22])[c:16]([N+:19](=[O:20])[O-:21])[cH:17][cH:18]1.[Na+:10].[Na+:11].[O:1]=[CH:2][N:3]([CH3:4])[CH3:5].[OH:23][c:24]1[cH:25][cH:26][c:27]([C:28](=[O:29])[O:30][CH3:31])[cH:32][cH:33]1>>[Cl:12][c:13]1[cH:14][c:15]([O:23][c:24]2[cH:25][cH:26][c:27]([C:28](=[O:29])[O:30][CH3:31])[cH:32][cH:33]2)[c:16]([N+:19](=[O:20])[O-:21])[cH:17][cH:18]1.